Dataset: the Open Reaction Database (ORD), a public repository of structured organic reaction records. Task: describe an organic reaction: reactants, conditions, products, and yield Reactants: COC1=CC=C(C=C1)N1CCN(CC1)CCCCC1=CNC2=CC=C(C=C12)N (3-[4-(4-p-methoxyphenylpiperazino)butyl]-5-aminoindole), [N+](=O)([O-])C=1C=C2C=CNC2=CC1 (5-nitroindole), C(C)(=O)Cl (acetyl chloride). The solvent is C1CCOC1 (THF), C1CCOC1 (THF). Reaction conditions: time 2 hour. Yields the product Cl.COC1=CC=C(C=C1)N1CCN(CC1)CCCCC1=CNC2=CC=C(C=C12)NC(C)=O (3-[4-(4-p-Methoxyphenylpiperazino)butyl]-5-acetamidoindole, hydrochloride). Reaction SMILES: [CH3:1][O:2][C:3]1[CH:8]=[CH:7][C:6]([N:9]2[CH2:14][CH2:13][N:12]([CH2:15][CH2:16][CH2:17][CH2:18][C:19]3[C:27]4[C:22](=[CH:23][CH:24]=[C:25]([NH2:28])[CH:26]=4)[NH:21][CH:20]=3)[CH2:11][CH2:10]2)=[CH:5][CH:4]=1.[N+](C1C=C2C(=CC=1)NC=C2)([O-])=O.[C:41]([Cl:44])(=[O:43])[CH3:42]>C1COCC1>[ClH:44].[CH3:1][O:2][C:3]1[CH:4]=[CH:5][C:6]([N:9]2[CH2:14][CH2:13][N:12]([CH2:15][CH2:16][CH2:17][CH2:18][C:19]3[C:27]4[C:22](=[CH:23][CH:24]=[C:25]([NH:28][C:41](=[O:43])[CH3:42])[CH:26]=4)[NH:21][CH:20]=3)[CH2:11][CH2:10]2)=[CH:7][CH:8]=1 |f:4.5|. Procedure: A solution of 3.5 g of 3-[4-(4-p-methoxyphenylpiperazino)butyl]-5-aminoindole ["D"; obtainable by reduction of the corresponding 5-nitroindole] in 35 ml of THF is treated with a solution of 0.9 g of acetyl chloride in 10 ml of THF, and the mixture is stirred for 2 hours at 50°, evaporated and worked up in a conventional manner. 3-[4-(4-p-Methoxyphenylpiperazino)butyl]-5-acetamidoindole, hydrochloride, m.p. 240° (dec.) is obtained.